Task: describe an organic reaction: reactants, conditions, products, and yield. Dataset: the Open Reaction Database (ORD), a public repository of structured organic reaction records The reactants are C1(=CC=CC=C1)P(C1=CC=CC=C1)(C1=CC=CC=C1)=O (triphenylphosphine oxide), C(O)([O-])=O.[Na+] (sodium hydrogencarbonate), FC(S(=O)(=O)OS(=O)(=O)C(F)(F)F)(F)F (trifluoromethanesulfonic anhydride), C(C1=CC=CC=C1)SC1(CCOCC1)CNC(=O)C=1NC2=C(C=CC=C2C1)N(S(=O)(=O)C=1SC=CC1)C (N-{[4-(Benzylthio)tetrahydro-2H-pyran-4-yl]methyl}-7-[methyl(2-thienylsulfonyl)amino]-1H-indole-2-carboxamide). Solvent: C(C)#N (acetonitrile). Run at time 10 minute. Yields the product CN(S(=O)(=O)C=1SC=CC1)C=1C=CC=C2C=C(NC12)C=1SC2(CN1)CCOCC2 (N-methyl-N-[2-(8-oxa-1-thia-3-azaspiro[4.5]dec-2-en-2-yl)-1H-indol-7-yl]thiophene-2-sulfonamide). Isolated yield 35.9%. Reaction SMILES: C1(P(=O)(C2C=CC=CC=2)C2C=CC=CC=2)C=CC=CC=1.FC(F)(F)S(OS(C(F)(F)F)(=O)=O)(=O)=O.C([S:43][C:44]1([CH2:50][NH:51][C:52]([C:54]2[NH:55][C:56]3[C:61]([CH:62]=2)=[CH:60][CH:59]=[CH:58][C:57]=3[N:63]([CH3:72])[S:64]([C:67]2[S:68][CH:69]=[CH:70][CH:71]=2)(=[O:66])=[O:65])=O)[CH2:49][CH2:48][O:47][CH2:46][CH2:45]1)C1C=CC=CC=1.C(=O)([O-])O.[Na+]>C(#N)C>[CH3:72][N:63]([C:57]1[CH:58]=[CH:59][CH:60]=[C:61]2[C:56]=1[NH:55][C:54]([C:52]1[S:43][C:44]3([CH2:49][CH2:48][O:47][CH2:46][CH2:45]3)[CH2:50][N:51]=1)=[CH:62]2)[S:64]([C:67]1[S:68][CH:69]=[CH:70][CH:71]=1)(=[O:66])=[O:65] |f:3.4|. Reported procedure: To a solution of triphenylphosphine oxide (1.15 g) in acetonitrile (20 ml) was slowly added trifluoromethanesulfonic anhydride (0.35 ml) at 0° C., and the mixture was stirred for 10 min. N-{[4-(Benzylthio)tetrahydro-2H-pyran-4-yl]methyl}-7-[methyl(2-thienylsulfonyl)amino]-1H-indole-2-carboxamide (0.76 g) was added, and the reaction mixture was stirred at 10° C. for 1 hr. Saturated aqueous sodium hydrogencarbonate was added, and the mixture was extracted with ethyl acetate. The ethyl acetate laye...